The task is: describe an organic reaction: reactants, conditions, products, and yield. This data is from the Open Reaction Database (ORD), a public repository of structured organic reaction records. The reactants are COC(=O)c1cc(Oc2ccc(F)cc2F)ncc1[N+](=O)[O-], CCO. Yields the product COC(=O)c1cc(Oc2ccc(F)cc2F)ncc1N. As a reaction SMILES: [CH3:1][O:2][C:3]([c:4]1[cH:5][c:6]([O:13][c:14]2[c:15]([F:21])[cH:16][c:17]([F:20])[cH:18][cH:19]2)[n:7][cH:8][c:9]1[N+:10]([O-:11])=[O:12])=[O:22].[CH3:23][CH2:24][OH:25]>>[CH3:1][O:2][C:3]([c:4]1[cH:5][c:6]([O:13][c:14]2[c:15]([F:21])[cH:16][c:17]([F:20])[cH:18][cH:19]2)[n:7][cH:8][c:9]1[NH2:10])=[O:22]. Reactants: solution, 5'-O-toluoyl, F[C@H]1C[C@@H](O[C@@H]1CO)N1C(=O)NC(=O)C=C1 (1-(2,3-dideoxy-3-fluoro-β-D-erythropentofuranosyl)uracil), BrBr (bromine). Solvent: C(C)(=O)O (acetic acid), C(C)(=O)O (acetic acid). Run at time 18 hour. Product: BrC=1C(NC(N(C1)[C@H]1C[C@@H]([C@H](O1)CO)F)=O)=O (5-Bromo-1-(2,3-dideoxy-3-fluoro-β-D-erythro-pentofuranosyl)uracil). The yield is 64.0%. As a reaction SMILES: [F:1][C@@H:2]1[C@@H:6]([CH2:7][OH:8])[O:5][C@@H:4]([N:9]2[CH:16]=[CH:15][C:13](=[O:14])[NH:12][C:10]2=[O:11])[CH2:3]1.[Br:17]Br>C(O)(=O)C>[Br:17][C:15]1[C:13](=[O:14])[NH:12][C:10](=[O:11])[N:9]([C@@H:4]2[O:5][C@H:6]([CH2:7][OH:8])[C@@H:2]([F:1])[CH2:3]2)[CH:16]=1. Procedure: The 5'-O-toluoyl derivative of 1-(2,3-dideoxy-3-fluoro-β-D-erythropentofuranosyl)uracil, prepared as described in Example 1, (200 mg, 0.574 mmol), glacial acetic acid (5 ml) and bromine (0.08 ml of an 8M solution in glacial acetic acid, 0.64 mequiv.) were stirred at 25° for 18 hours. The solution was evaporated to a glass which was treated with sodium methoxide and methanol as described in Example 1. Product was eluted from a silica gel column with 5% MeOH-CH2Cl2 as white crystals (135 mg). Recr... Reactants: C(C)(C)(C)P(C1=C(C=CC=C1)C1=CC=CC=C1)C(C)(C)C (2-(di-tert-butylphosphino)biphenyl), CC(C)([O-])C.[Na+] (sodium tert-butoxide), C([O-])(O)=O.[Na+] (sodium bicarbonate), C(C)(C)(C)P(C1=C(C=CC=C1)C1=CC=CC=C1)C(C)(C)C (2-(di-tert-butylphosphino)biphenyl), CC(C)([O-])C.[Na+] (sodium tert-butoxide), N1CCOCC1 (morpholine), FC(C=1C=C(CN(C2=NC=C(C=N2)Br)CC2=C(C=CC(=C2)C(F)(F)F)N(C(OCC2=CC=CC=C2)=O)CC)C=C(C1)C(F)(F)F)(F)F (Benzyl (2-{[(3,5-bis-trifluoromethyl-benzyl)-(5-bromo-pyrimidin-2-yl)-amino]-methyl}-4-trifluoromethyl-phenyl)-ethyl-carbamate). Conditions: time 8 hour. Procedure details: Benzyl (2-{[(3,5-bis-trifluoromethyl-benzyl)-(5-bromo-pyrimidin-2-yl)-amino]-methyl}-4-trifluoromethyl-phenyl)-ethyl-carbamate (1.28 g) is dissolved in toluene (15 ml), and thereto are added tris(dibenzylideneacetone)dipalladium (159 mg), 2-(di-tert-butylphosphino)biphenyl (208 mg), sodium tert-butoxide (250 mg) and morpholine (230 μl) and the mixture is stirred under nitrogen atmosphere at room temperature overnight. To the reaction solution are added tris(dibenzylideneacetone)dipalladium (159 ... RXN SMILES: [F:1][C:2]([F:47])([F:46])[C:3]1[CH:4]=[C:5]([CH:39]=[C:40]([C:42]([F:45])([F:44])[F:43])[CH:41]=1)[CH2:6][N:7]([CH2:15][C:16]1[CH:21]=[C:20]([C:22]([F:25])([F:24])[F:23])[CH:19]=[CH:18][C:17]=1[N:26]([CH2:37][CH3:38])[C:27](=[O:36])[O:28][CH2:29][C:30]1[CH:35]=[CH:34][CH:33]=[CH:32][CH:31]=1)[C:8]1[N:13]=[CH:12][C:11](Br)=[CH:10][N:9]=1.C(P(C(C)(C)C)C1C=CC=CC=1C1C=CC=CC=1)(C)(C)C.CC(C)([O-])C.[Na+].[NH:75]1[CH2:80][CH2:79][O:78][CH2:77][CH2:76]1.C(=O)(O)[O-].[Na+]>C1(C)C=CC=CC=1.C1C=CC(/C=C/C(/C=C/C2C=CC=CC=2)=O)=CC=1.C1C=CC(/C=C/C(/C=C/C2C=CC=CC=2)=O)=CC=1.C1C=CC(/C=C/C(/C=C/C2C=CC=CC=2)=O)=CC=1.[Pd].[Pd].C(OCC)(=O)C>[F:1][C:2]([F:47])([F:46])[C:3]1[CH:4]=[C:5]([CH:39]=[C:40]([C:42]([F:45])([F:44])[F:43])[CH:41]=1)[CH2:6][N:7]([CH2:15][C:16]1[CH:21]=[C:20]([C:22]([F:25])([F:24])[F:23])[CH:19]=[CH:18][C:17]=1[N:26]([CH2:37][CH3:38])[C:27](=[O:36])[O:28][CH2:29][C:30]1[CH:35]=[CH:34][CH:33]=[CH:32][CH:31]=1)[C:8]1[N:13]=[CH:12][C:11]([N:75]2[CH2:80][CH2:79][O:78][CH2:77][CH2:76]2)=[CH:10][N:9]=1 |f:2.3,5.6,8.9.10.11.12|. Yields the product FC(C=1C=C(CN(C2=NC=C(C=N2)N2CCOCC2)CC2=C(C=CC(=C2)C(F)(F)F)N(C(OCC2=CC=CC=C2)=O)CC)C=C(C1)C(F)(F)F)(F)F (benzyl (2-{[(3,5-bis-trifluoromethyl-benzyl)-(5-morpholin-4-yl-pyrimidin-2-yl)-amino]-methyl}-4-trifluoromethyl-phenyl)-ethyl-carbamate). Reagents/catalysts: C=1C=CC(=CC1)/C=C/C(=O)/C=C/C2=CC=CC=C2.C=1C=CC(=CC1)/C=C/C(=O)/C=C/C2=CC=CC=C2.C=1C=CC(=CC1)/C=C/C(=O)/C=C/C2=CC=CC=C2.[Pd].[Pd] (tris(dibenzylideneacetone)dipalladium), C=1C=CC(=CC1)/C=C/C(=O)/C=C/C2=CC=CC=C2.C=1C=CC(=CC1)/C=C/C(=O)/C=C/C2=CC=CC=C2.C=1C=CC(=CC1)/C=C/C(=O)/C=C/C2=CC=CC=C2.[Pd].[Pd] (tris(dibenzylideneacetone)dipalladium). Run in C(C)(=O)OCC (ethyl acetate), C1(=CC=CC=C1)C (toluene). Starting materials: C1(=CC=CC=C1)S(=O)(=O)C(CCCCCCCCCCCO)CCCCC=CCC=CCC=CCC=CCCCCC (12-(phenylsulfonyl)dotriaconta-17,20,23,26-tetraen-1-ol), CC(=O)C (acetone). Conditions: time 30 minute. Yields the product C1(=CC=CC=C1)S(=O)(=O)C(CCCCCCCCCCC(=O)O)CCCC\C=C/C\C=C/C\C=C/C\C=C/CCCCC ((17Z,20Z,23Z,26Z)-12-(phenylsulfonyl)dotriaconta-17,20,23,26-tetraenoic acid). The yield is 84.0%. RXN SMILES: [C:1]1([S:7]([CH:10]([CH2:23][CH2:24][CH2:25][CH2:26][CH:27]=[CH:28][CH2:29][CH:30]=[CH:31][CH2:32][CH:33]=[CH:34][CH2:35][CH:36]=[CH:37][CH2:38][CH2:39][CH2:40][CH2:41][CH3:42])[CH2:11][CH2:12][CH2:13][CH2:14][CH2:15][CH2:16][CH2:17][CH2:18][CH2:19][CH2:20][CH2:21][OH:22])(=[O:9])=[O:8])[CH:6]=[CH:5][CH:4]=[CH:3][CH:2]=1.CC(C)=[O:45]>>[C:1]1([S:7]([CH:10]([CH2:23][CH2:24][CH2:25][CH2:26]/[CH:27]=[CH:28]\[CH2:29]/[CH:30]=[CH:31]\[CH2:32]/[CH:33]=[CH:34]\[CH2:35]/[CH:36]=[CH:37]\[CH2:38][CH2:39][CH2:40][CH2:41][CH3:42])[CH2:11][CH2:12][CH2:13][CH2:14][CH2:15][CH2:16][CH2:17][CH2:18][CH2:19][CH2:20][C:21]([OH:45])=[O:22])(=[O:8])=[O:9])[CH:2]=[CH:3][CH:4]=[CH:5][CH:6]=1. Reported procedure: Jone's reagent was added dropwise to a stirred solution of 17Z,20Z,23Z,26Z)-12-(phenylsulfonyl)dotriaconta-17,20,23,26-tetraen-1-ol (1 M solution in THF, 0.764 mL, 0.764 mmol) dissolved in acetone (5 mL) till the completion of reaction (TLC monitoring). The reaction was quenched with methanol (2 mL) and stirred for 30 min. The solvent was then removed and the crude was purified by silica gel column chromatography using 30% ethyl acetate/hexane to furnish the title compound as a clear oil (0.0643... Starting materials: product, solution, CN (methylamine), C(C)(=O)C1CCSC=2NC3=CC=CC=C3C21 (4-Acetyl-2,3,4,9-tetrahydrothiopyrano[2,3-b]indole). Solvent: C1=CC=CC=C1 (benzene), CO (methanol). Run at temperature 100 celsius. The product is CN=C(C)C1CCSC=2NC3=CC=CC=C3C21 (4-(1-methyliminoethyl)-2,3,4,9-tetrahydrothiopyrano[2,3-b]indole). Reaction SMILES: [CH3:1][NH2:2].[C:3]([CH:6]1[C:18]2[C:17]3[C:12](=[CH:13][CH:14]=[CH:15][CH:16]=3)[NH:11][C:10]=2[S:9][CH2:8][CH2:7]1)(=O)[CH3:4]>C1C=CC=CC=1.CO>[CH3:1][N:2]=[C:3]([CH:6]1[C:18]2[C:17]3[C:12](=[CH:13][CH:14]=[CH:15][CH:16]=3)[NH:11][C:10]=2[S:9][CH2:8][CH2:7]1)[CH3:4]. Procedure: To a solution of the product (1.70 g) in the above (2) in benzene (36 ml) is added a 30% solution of methylamine in methanol (36 ml). The mixture is heated at 100° C. in a sealed tube for 18 hours and then evaporated to give 4-(1-methyliminoethyl)-2,3,4,9-tetrahydrothiopyrano[2,3-b]indole. The product is dissolved in a mixture of tetrahydrofuran (50 ml) and methanol (50 ml) and sodium borohydride (562 mg) is added thereto with stirring on an ice bath. The mixture is stirred at room temperature f... Starting materials: C1CCOC1, CCO, CCOC(=O)CCCN(CCCO)c1ccc(N=Nc2ccc([N+](=O)[O-])cc2Cl)cc1, [K+], [OH-], O. The product is O=C(O)CCCN(CCCO)c1ccc(N=Nc2ccc([N+](=O)[O-])cc2Cl)cc1. As a reaction SMILES: [CH2:34]1[O:35][CH2:36][CH2:37][CH2:38]1.[CH3:40][CH2:41][OH:42].[Cl:1][c:2]1[c:3]([N:11]=[N:12][c:13]2[cH:14][cH:15][c:16]([N:19]([CH2:20][CH2:21][CH2:22][C:23](=[O:24])[O:25][CH2:26][CH3:27])[CH2:28][CH2:29][CH2:30][OH:31])[cH:17][cH:18]2)[cH:4][cH:5][c:6]([N+:8](=[O:9])[O-:10])[cH:7]1.[K+:33].[OH-:32].[OH2:39]>>[Cl:1][c:2]1[c:3]([N:11]=[N:12][c:13]2[cH:14][cH:15][c:16]([N:19]([CH2:20][CH2:21][CH2:22][C:23](=[O:24])[OH:25])[CH2:28][CH2:29][CH2:30][OH:31])[cH:17][cH:18]2)[cH:4][cH:5][c:6]([N+:8](=[O:9])[O-:10])[cH:7]1.